This data is from the Open Reaction Database (ORD), a public repository of structured organic reaction records. The task is: describe an organic reaction: reactants, conditions, products, and yield Starting materials: O1CCN(CC1)C=1N=NC(=CC1)NN (3-morpholino-6-pyridazinyl-hydrazine), C(CC(=O)C)(=O)OCC (ethyl acetoacetate), [OH-].[NH4+] (ammonium hydroxide). The solvent is C(C)O (ethanol). Conditions: time 8 hour. Product: O1CCN(CC1)C=1N=NC(=CC1)N1N=C(C=C1O)C (3-Morpholino-6-(3-methyl-5-hydroxy-1-pyrazolyl)-pyridazine). Reaction SMILES: [O:1]1[CH2:6][CH2:5][N:4]([C:7]2[N:8]=[N:9][C:10]([NH:13][NH2:14])=[CH:11][CH:12]=2)[CH2:3][CH2:2]1.[C:15](OCC)(=[O:20])[CH2:16][C:17]([CH3:19])=O.[OH-].[NH4+]>C(O)C>[O:1]1[CH2:6][CH2:5][N:4]([C:7]2[N:8]=[N:9][C:10]([N:13]3[C:15]([OH:20])=[CH:16][C:17]([CH3:19])=[N:14]3)=[CH:11][CH:12]=2)[CH2:3][CH2:2]1 |f:2.3|. Procedure details: A mixture of 0.98 g (5 mmoles) of 3-morpholino-6-pyridazinyl-hydrazine, 0.65 g (5 mmoles) of ethyl acetoacetate and 15 ml of ethanol is stirred at reflux temperature for 3 hours. After cooling the mixture is stirred with 1 ml of concentrated aqueous ammonium hydroxide solution at room temperature for 4 hours and then left to stand overnight. The separated crystals are filtered, washed with water and recrystallized from ethanol. Yield: 0.5 g (39%); m.p.: 189°-192° C. The reactants are C(C)OC(=O)C=1C(=C2C(=C(N1)C#N)N(C=C2)CC2=CC(=C(C=C2)F)F)OC(C)=O (4-acetoxy-7-cyano-1-(3,4-difluoro-benzyl)-1H-pyrrolo[2,3-c]pyridine-5-carboxylic acid ethyl ester), C1CC(=O)N(C1=O)Cl (NCS). Run in CC#N (MeCN). The product is C(C)OC(=O)C=1C(=C2C(=C(N1)C#N)N(C=C2Cl)CC2=CC(=C(C=C2)F)F)OC(C)=O (4-Acetoxy-3-chloro-7-cyano-1-(3,4-difluoro-benzyl)-1H-pyrrolo[2,3-c]pyridine-5-carboxylic acid ethyl ester). RXN SMILES: [CH2:1]([O:3][C:4]([C:6]1[C:7]([O:26][C:27](=[O:29])[CH3:28])=[C:8]2[CH:16]=[CH:15][N:14]([CH2:17][C:18]3[CH:23]=[CH:22][C:21]([F:24])=[C:20]([F:25])[CH:19]=3)[C:9]2=[C:10]([C:12]#[N:13])[N:11]=1)=[O:5])[CH3:2].C1C(=O)N([Cl:37])C(=O)C1>CC#N>[CH2:1]([O:3][C:4]([C:6]1[C:7]([O:26][C:27](=[O:29])[CH3:28])=[C:8]2[C:16]([Cl:37])=[CH:15][N:14]([CH2:17][C:18]3[CH:23]=[CH:22][C:21]([F:24])=[C:20]([F:25])[CH:19]=3)[C:9]2=[C:10]([C:12]#[N:13])[N:11]=1)=[O:5])[CH3:2]. Reported procedure: Prepared in analogy to that of Example 124(b) from 4-acetoxy-7-cyano-1-(3,4-difluoro-benzyl)-1H-pyrrolo[2,3-c]pyridine-5-carboxylic acid ethyl ester and NCS in MeCN. The title compound, ESI MS (m/z): 434 (M+H)+. Reactants: BrC1=C2C=CC(=CC2=CC=C1)S(=O)(=O)OC1=C(C(=C(C(=C1F)F)F)F)F (perfluorophenyl 5-bromonaphthalene-2-sulfonate), COC1=C(C=CC(=C1)C(F)(F)F)B(O)O ((2-methoxy-4-(trifluoromethyl)phenyl)boronic acid), P(=O)([O-])([O-])[O-].[K+].[K+].[K+] (potassium phosphate), Pd(AmPhos)2Cl2. Conditions: temperature 90 celsius. Product: COC1=C(C=CC(=C1)C(F)(F)F)C1=C2C=CC(=CC2=CC=C1)S(=O)(=O)OC1=C(C(=C(C(=C1F)F)F)F)F (perfluorophenyl 5-(2-methoxy-4-(trifluoromethyl)phenyl)naphthalene-2-sulfonate). Isolated yield 65.9%. RXN SMILES: Br[C:2]1[CH:11]=[CH:10][CH:9]=[C:8]2[C:3]=1[CH:4]=[CH:5][C:6]([S:12]([O:15][C:16]1[C:21]([F:22])=[C:20]([F:23])[C:19]([F:24])=[C:18]([F:25])[C:17]=1[F:26])(=[O:14])=[O:13])=[CH:7]2.[CH3:27][O:28][C:29]1[CH:34]=[C:33]([C:35]([F:38])([F:37])[F:36])[CH:32]=[CH:31][C:30]=1B(O)O.P([O-])([O-])([O-])=O.[K+].[K+].[K+]>>[CH3:27][O:28][C:29]1[CH:34]=[C:33]([C:35]([F:36])([F:37])[F:38])[CH:32]=[CH:31][C:30]=1[C:2]1[CH:11]=[CH:10][CH:9]=[C:8]2[C:3]=1[CH:4]=[CH:5][C:6]([S:12]([O:15][C:16]1[C:21]([F:22])=[C:20]([F:23])[C:19]([F:24])=[C:18]([F:25])[C:17]=1[F:26])(=[O:13])=[O:14])=[CH:7]2 |f:2.3.4.5|. Reported procedure: A vial was charged with perfluorophenyl 5-bromonaphthalene-2-sulfonate (285.84 mg, 0.631 mmol), (2-methoxy-4-(trifluoromethyl)phenyl)boronic acid (277 mg, 1.261 mmol), potassium phosphate (402 mg, 1.892 mmol), and Pd(AmPhos)2Cl2 (22.33 mg, 0.032 mmol). The vial was flushed with Ar (g), then dioxane (1577 μl) and water (526 μl) was added. The vial was sealed and heated in a microwave for 20 min at 90° C. The mixture was diluted with water and extracted with EtOAc (three times). The combined organ... Starting materials: CCI, CCOC(=O)C(O)c1c(F)cc(OC)cc1F, Cc1ccccc1. Product: CCOC(=O)C(OCC)c1c(F)cc(OC)cc1F. RXN SMILES: [CH2:18]([CH3:19])[I:20].[CH2:1]([CH3:2])[O:3][C:4]([CH:5]([OH:6])[c:7]1[c:8]([F:16])[cH:9][c:10]([O:14][CH3:15])[cH:11][c:12]1[F:13])=[O:17].[CH3:21][c:22]1[cH:23][cH:24][cH:25][cH:26][cH:27]1>>[CH2:1]([CH3:2])[O:3][C:4]([CH:5]([O:6][CH2:18][CH3:19])[c:7]1[c:8]([F:16])[cH:9][c:10]([O:14][CH3:15])[cH:11][c:12]1[F:13])=[O:17]. Starting materials: [Ag+], CCC(C)(O)CCc1c(C)c(O)c(C)c(C)c1OCCCC(C)(C)C(=O)O, CC#N, Cc1ccc(C)cc1, [O-][Cl+3]([O-])([O-])[O-], O, c1ccc(P(c2ccccc2)c2ccccc2)cc1. Product: CCC1(C)CCc2c(C)c(O)c(C)c(C)c2OCCCC(C)(C)C(=O)O1. RXN SMILES: [Ag+:64].[CH3:20][C:21]([C:22](=[O:23])[OH:24])([CH2:25][CH2:26][CH2:27][O:28][c:29]1[c:30]([CH2:39][CH2:40][C:41]([CH2:42][CH3:43])([CH3:44])[OH:45])[c:31]([CH3:38])[c:32]([OH:37])[c:33]([CH3:36])[c:34]1[CH3:35])[CH3:46].[CH3:47][C:48]#[N:49].[CH3:50][c:51]1[cH:52][cH:53][c:54]([CH3:55])[cH:56][cH:57]1.[Cl+3:59]([O-:60])([O-:61])([O-:62])[O-:63].[OH2:58].[c:1]1([P:2]([c:3]2[cH:4][cH:5][cH:6][cH:7][cH:8]2)[c:9]2[cH:10][cH:11][cH:12][cH:13][cH:14]2)[cH:15][cH:16][cH:17][cH:18][cH:19]1>>[CH3:20][C:21]1([CH3:46])[C:22](=[O:24])[O:45][C:41]([CH2:42][CH3:43])([CH3:44])[CH2:40][CH2:39][c:30]2[c:29]([c:34]([CH3:35])[c:33]([CH3:36])[c:32]([OH:37])[c:31]2[CH3:38])[O:28][CH2:27][CH2:26][CH2:25]1. The reactants are CCOC1=c2c(cccc2=C=O)N(CCCN(CC)CC)C1OCC, CCO, ClCCl, Cl, [Na+], [Na+], O=C([O-])[O-]. The product is CCOC1C(O)=c2c(cccc2=C=O)N1CCCN(CC)CC. Reaction SMILES: [CH2:1]([CH3:2])[N:3]([CH2:4][CH2:5][CH2:6][N:7]1[CH:8]([O:21][CH2:22][CH3:23])[C:9]([O:18][CH2:19][CH3:20])=[c:10]2[c:11](=[C:16]=[O:17])[cH:12][cH:13][cH:14][c:15]21)[CH2:24][CH3:25].[CH3:26][CH2:27][OH:28].[Cl:36][CH2:37][Cl:38].[ClH:29].[Na+:30].[Na+:31].[O-:32][C:33](=[O:34])[O-:35]>>[CH2:1]([CH3:2])[N:3]([CH2:4][CH2:5][CH2:6][N:7]1[CH:8]([O:21][CH2:22][CH3:23])[C:9]([OH:18])=[c:10]2[c:11](=[C:16]=[O:17])[cH:12][cH:13][cH:14][c:15]21)[CH2:24][CH3:25]. Starting materials: CC(=O)SCC(C(=O)N1CCCC1C(=O)OC(C)(C)C)C(F)(F)F, COc1ccccc1, O=C(O)C(F)(F)F. The product is CC(=O)SCC(C(=O)N1CCCC1C(=O)O)C(F)(F)F. RXN SMILES: [C:1]([CH3:2])([CH3:3])([CH3:4])[O:5][C:6]([CH:7]1[N:8]([C:12]([CH:13]([CH2:14][S:15][C:16]([CH3:17])=[O:18])[C:19]([F:20])([F:21])[F:22])=[O:23])[CH2:9][CH2:10][CH2:11]1)=[O:24].[CH3:25][O:26][c:27]1[cH:28][cH:29][cH:30][cH:31][cH:32]1.[OH:33][C:34]([C:35]([F:36])([F:37])[F:38])=[O:39]>>[O:5]=[C:6]([CH:7]1[N:8]([C:12]([CH:13]([CH2:14][S:15][C:16]([CH3:17])=[O:18])[C:19]([F:20])([F:21])[F:22])=[O:23])[CH2:9][CH2:10][CH2:11]1)[OH:24].